Dataset: the Open Reaction Database (ORD), a public repository of structured organic reaction records. Task: describe an organic reaction: reactants, conditions, products, and yield Starting materials: FCCO (2-fluoro-ethanol), CC1([C@@H]([C@@H]1\C=C/C(OC(C)(C)C)=O)C(=O)OCC1=CC=CC=C1)C (benzyl(1R,cis,Z)2,2-dimethyl-3-[3-oxo-3-tert.-butoxy-1-propenyl]-cyclopropane-carboxylate). Run in C(Cl)(Cl)Cl (chloroform). The product is CC1([C@@H]([C@@H]1\C=C/C(OCCF)=O)C(=O)OCC1=CC=CC=C1)C (benzyl(1R,cis,Z)2,2-dimethyl-3-[3-oxo-3-(2-fluoroethoxy)-1-propenyl]cyclopropane-carboxylate). As a reaction SMILES: [F:1][CH2:2][CH2:3][OH:4].[CH3:5][C:6]1([CH3:28])[C@@H:8](/[CH:9]=[CH:10]\[C:11](=O)[O:12]C(C)(C)C)[C@H:7]1[C:18]([O:20][CH2:21][C:22]1[CH:27]=[CH:26][CH:25]=[CH:24][CH:23]=1)=[O:19]>C(Cl)(Cl)Cl>[CH3:5][C:6]1([CH3:28])[C@@H:8](/[CH:9]=[CH:10]\[C:11](=[O:12])[O:4][CH2:3][CH2:2][F:1])[C@H:7]1[C:18]([O:20][CH2:21][C:22]1[CH:27]=[CH:26][CH:25]=[CH:24][CH:23]=1)=[O:19]. Procedure: Using the procedure of Example 48, 2-fluoro-ethanol and the product of Step A were reacted to obtain benzyl(1R,cis,Z)2,2-dimethyl-3-[3-oxo-3-(2-fluoroethoxy)-1-propenyl]cyclopropane-carboxylate with a specific rotation of [α]D20 =+53° (c=0.5% in chloroform). Starting materials: N#CC1CN1, CC(=O)NCC(=O)O, C(=NC1CCCCC1)=NC1CCCCC1, C1CCOC1. Yields the product CC(=O)NCC(=O)N1CC1C#N. RXN SMILES: [C:9](#[N:10])[CH:11]1[NH:12][CH2:13]1.[CH3:1][C:2](=[O:3])[NH:4][CH2:5][C:6]([OH:7])=[O:8].[CH:14]1([N:15]=[C:16]=[N:17][CH:18]2[CH2:19][CH2:20][CH2:21][CH2:22][CH2:23]2)[CH2:24][CH2:25][CH2:26][CH2:27][CH2:28]1.[O:29]1[CH2:30][CH2:31][CH2:32][CH2:33]1>>[CH3:1][C:2](=[O:3])[NH:4][CH2:5][C:6](=[O:8])[N:12]1[CH:11]([C:9]#[N:10])[CH2:13]1. Reactants: CN1CC(=O)NC1=N, COc1ccc(N=C=O)cc1, CN(C)C=O, O. Product: COc1ccc(NC(=O)N=C2NC(=O)CN2C)cc1. Reaction SMILES: [CH3:1][N:2]1[CH2:3][C:4](=[O:5])[NH:6][C:7]1=[NH:8].[CH3:9][O:10][c:11]1[cH:12][cH:13][c:14]([N:17]=[C:18]=[O:19])[cH:15][cH:16]1.[O:21]=[CH:22][N:23]([CH3:24])[CH3:25].[OH2:20]>>[CH3:1][N:2]1[CH2:3][C:4](=[O:5])[NH:6][C:7]1=[N:8][C:18]([NH:17][c:14]1[cH:13][cH:12][c:11]([O:10][CH3:9])[cH:16][cH:15]1)=[O:19]. The reactants are S(=O)(Cl)Cl (thionyl chloride), CN(C=O)C (N,N-dimethylformamide), COC=1C=C(C(=O)C2=NC=C3N2C=CC=C3C(=O)O)C=CC1[N+](=O)[O-] (3-(3-methoxy-4-nitrobenzoyl)imidazo[1,5-a]pyridine-8-carboxylic acid), solution, CNC (dimethylamine). Solvent: ClCCl (dichloromethane), O1CCCC1 (tetrahydrofuran). Run at time 18 hour. Yields the product COC=1C=C(C(=O)C2=NC=C3N2C=CC=C3C(=O)N(C)C)C=CC1[N+](=O)[O-] (3-(3-Methoxy-4-nitrobenzoyl)-N,N-dimethylimidazo[1,5-a]pyridine-8-carboxamide). RXN SMILES: S(Cl)(Cl)=O.[CH3:5][N:6]([CH3:9])[CH:7]=[O:8].[CH3:10][O:11][C:12]1[CH:13]=[C:14]([CH:29]=[CH:30][C:31]=1[N+:32]([O-:34])=[O:33])[C:15]([C:17]1[N:21]2[CH:22]=[CH:23][CH:24]=[C:25](C(O)=O)[C:20]2=[CH:19][N:18]=1)=[O:16].CNC>ClCCl.O1CCCC1>[CH3:10][O:11][C:12]1[CH:13]=[C:14]([CH:29]=[CH:30][C:31]=1[N+:32]([O-:34])=[O:33])[C:15]([C:17]1[N:21]2[CH:22]=[CH:23][CH:24]=[C:25]([C:7]([N:6]([CH3:9])[CH3:5])=[O:8])[C:20]2=[CH:19][N:18]=1)=[O:16]. Procedure details: 0.17 ml (2.36 mmol) of thionyl chloride and then 30 μl of N,N-dimethylformamide are added to 0.318 g (0.88 mmol) of 3-(3-methoxy-4-nitrobenzoyl)imidazo[1,5-a]pyridine-8-carboxylic acid obtained in example 183 in 10 ml of dichloromethane. The mixture is heated at reflux for 2 hours. The reaction medium is concentrated under reduced pressure. The residue obtained is added to 5 ml of a 2N solution of dimethylamine in tetrahydrofuran. After stirring at ambient temperature for 18 h, the reaction medi...